From a dataset of the Open Reaction Database (ORD), a public repository of structured organic reaction records. describe an organic reaction: reactants, conditions, products, and yield Starting materials: C1(CCCC1)C=1C=C2CC(NC(C2=CC1)=O)=O (6-cyclopentyl-4H-isoquinoline-1,3-dione), COC(OC)OC (trimethylorthoformate). The product is C1(CCCC1)C=1C=C2C(C(NC(C2=CC1)=O)=O)=COC (6-Cyclopentyl-4-methoxymethylene-4H-isoquinoline-1,3-dione). The solvent is C(C)(=O)O (acetic acid). Run at temperature 90 celsius. Procedure: A mixture of 6-cyclopentyl-4H-isoquinoline-1,3-dione (222 mg, 0.97 mmole), 10 mL of acetic acid and trimethylorthoformate (212 mg, 2.0 mmole) is stirred and heated to 90° C. After 2 hours at that temperature the reaction mixture is cooled and the solvents were removed in-vacuo and the residue taken up in 4% methanol in dichloromethane, passed through a short pad of Florisil and eluted with 4% methanol in dichloromethane. The eluate is evaporated and the product is treated with 4:1 hexanes-ethyl ... As a reaction SMILES: [CH:1]1([C:6]2[CH:7]=[C:8]3[C:13](=[CH:14][CH:15]=2)[C:12](=[O:16])[NH:11][C:10](=[O:17])[CH2:9]3)[CH2:5][CH2:4][CH2:3][CH2:2]1.[CH3:18][O:19][CH:20](OC)OC>C(O)(=O)C>[CH:1]1([C:6]2[CH:7]=[C:8]3[C:13](=[CH:14][CH:15]=2)[C:12](=[O:16])[NH:11][C:10](=[O:17])[C:9]3=[CH:18][O:19][CH3:20])[CH2:2][CH2:3][CH2:4][CH2:5]1. Reactants: [C@@H]1(C[C@H](O)[C@H](O1)CO)N1C(=CC(=C1)I)[N+](=O)[O-] (1-(2-deoxy-β-D-ribofuranosyl)-4-iodo-2-nitropyrrole), C(CCC)[Sn](C=1OC=CC1)(CCCC)CCCC (2-(Tributylstannyl)furan). The reagents and catalysts are Cl[Pd]([P](C1=CC=CC=C1)(C2=CC=CC=C2)C3=CC=CC=C3)([P](C4=CC=CC=C4)(C5=CC=CC=C5)C6=CC=CC=C6)Cl (bis(triphenylphosphine)palladium(II) dichloride). Solvent: CN(C)C=O (DMF). Yields the product [C@@H]1(C[C@H](O)[C@H](O1)CO)N1C(=CC(=C1)C=1OC=CC1)[N+](=O)[O-] (1-(2-deoxy-β-D-ribofuranosyl)-4-(furan-2-yl)-2-nitropyrrole). Yield: 76.0%. Reaction SMILES: C([Sn](CCCC)(CCCC)[C:6]1[O:7][CH:8]=[CH:9][CH:10]=1)CCC.[C@@H:19]1([N:27]2[CH:31]=[C:30](I)[CH:29]=[C:28]2[N+:33]([O-:35])=[O:34])[O:24][C@H:23]([CH2:25][OH:26])[C@@H:21]([OH:22])[CH2:20]1>Cl[Pd](Cl)([P](C1C=CC=CC=1)(C1C=CC=CC=1)C1C=CC=CC=1)[P](C1C=CC=CC=1)(C1C=CC=CC=1)C1C=CC=CC=1.CN(C=O)C>[C@@H:19]1([N:27]2[CH:31]=[C:30]([C:6]3[O:7][CH:8]=[CH:9][CH:10]=3)[CH:29]=[C:28]2[N+:33]([O-:35])=[O:34])[O:24][C@H:23]([CH2:25][OH:26])[C@@H:21]([OH:22])[CH2:20]1 |^1:38,57|. Procedure: 2-(Tributylstannyl)furan (472 μL, 1.5 mmol) was added to a DMF (2.5 mL) solution containing 1-(2-deoxy-β-D-ribofuranosyl)-4-iodo-2-nitropyrrole (177 mg, 0.5 mmol) and bis(triphenylphosphine)palladium(II) dichloride (18 mg, 0.025 mmol). The mixture was reacted at 100° C. for 30 minutes in a microwave machine (standard mode). The reaction solution was separated between ethyl acetate (50 mL) and water (50 mL). The organic layer was concentrated and purified by HPLC to yield 1-(2-deoxy-β-D-ribofuran... The reactants are CC(C)(C)OC(=O)CC1(NS(=O)C(C)(C)C)c2cc(Br)ccc2Oc2c1cc(Cl)nc2F, CC(C)C[Al+]CC(C)C, C1CCOC1, [H-]. The product is CC(C)(C)S(=O)NC1(CCO)c2cc(Br)ccc2Oc2c1cc(Cl)nc2F. Reaction SMILES: [Br:1][c:2]1[cH:3][c:4]2[c:15]([cH:16][cH:17]1)[O:14][c:7]1[c:6]([cH:11][c:10]([Cl:12])[n:9][c:8]1[F:13])[C:5]2([NH:18][S:19](=[O:20])[C:21]([CH3:22])([CH3:23])[CH3:24])[CH2:25][C:26](=[O:27])[O:28][C:29]([CH3:30])([CH3:31])[CH3:32].[CH2:34]([Al+:35][CH2:36][CH:37]([CH3:38])[CH3:39])[CH:40]([CH3:41])[CH3:42].[CH2:43]1[O:44][CH2:45][CH2:46][CH2:47]1.[H-:33]>>[Br:1][c:2]1[cH:3][c:4]2[c:15]([cH:16][cH:17]1)[O:14][c:7]1[c:6]([cH:11][c:10]([Cl:12])[n:9][c:8]1[F:13])[C:5]2([NH:18][S:19](=[O:20])[C:21]([CH3:22])([CH3:23])[CH3:24])[CH2:25][CH2:26][OH:27]. Reactants: C(C)(C)(C)C1=CC(=C(C=N1)C=1N([C@]([C@](N1)(C)C1=CC=C(C=C1)Cl)(C)C1=CC=C(C=C1)Cl)C(=O)Cl)OCC ((4S,5R)-2-(6-tert-butyl-4-ethoxy-pyridin-3-yl)-4,5-bis-(4-chloro-phenyl)-4,5-dimethyl-4,5-dihydro-imidazole-1-carbonyl chloride), C(C)(C)N1CCNCC1 (1-isopropyl-piperazine). Yields the product C(C)(C)(C)C1=CC(=C(C=N1)C=1N([C@]([C@](N1)(C)C1=CC=C(C=C1)Cl)(C)C1=CC=C(C=C1)Cl)C(=O)N1CCN(CC1)C(C)C)OCC ([(4S,5R)-2-(6-tert-Butyl-4-ethoxy-pyridin-3-yl)-4,5-bis-(4-chloro-phenyl)-4,5-dimethyl-4,5-dihydro-imidazol-1-yl]-(4-isopropyl-piperazin-1-yl)-methanone). Reaction SMILES: [C:1]([C:5]1[N:10]=[CH:9][C:8]([C:11]2[N:12]([C:32](Cl)=[O:33])[C@@:13]([C:25]3[CH:30]=[CH:29][C:28]([Cl:31])=[CH:27][CH:26]=3)([CH3:24])[C@@:14]([C:17]3[CH:22]=[CH:21][C:20]([Cl:23])=[CH:19][CH:18]=3)([CH3:16])[N:15]=2)=[C:7]([O:35][CH2:36][CH3:37])[CH:6]=1)([CH3:4])([CH3:3])[CH3:2].[CH:38]([N:41]1[CH2:46][CH2:45][NH:44][CH2:43][CH2:42]1)([CH3:40])[CH3:39]>>[C:1]([C:5]1[N:10]=[CH:9][C:8]([C:11]2[N:12]([C:32]([N:44]3[CH2:45][CH2:46][N:41]([CH:38]([CH3:40])[CH3:39])[CH2:42][CH2:43]3)=[O:33])[C@@:13]([C:25]3[CH:26]=[CH:27][C:28]([Cl:31])=[CH:29][CH:30]=3)([CH3:24])[C@@:14]([C:17]3[CH:22]=[CH:21][C:20]([Cl:23])=[CH:19][CH:18]=3)([CH3:16])[N:15]=2)=[C:7]([O:35][CH2:36][CH3:37])[CH:6]=1)([CH3:2])([CH3:4])[CH3:3]. Procedure details: In a manner analogous to the method described in examples 8, (4S,5R)-2-(6-tert-butyl-4-ethoxy-pyridin-3-yl)-4,5-bis-(4-chloro-phenyl)-4,5-dimethyl-4,5-dihydro-imidazole-1-carbonyl chloride (example 51) was coupled with 1-isopropyl-piperazine (Oakwood) to give the title compound. HR-MS (ES, m/z) calculated for C36H46Cl2N5O2 [(M+H)+] 650.3023, observed 650.3022. Starting materials: CC(C)(C)Oc1cc(F)c(C(=O)NS(C)(=O)=O)cc1F, Cl, C1COCCO1. Yields the product CS(=O)(=O)NC(=O)c1cc(F)c(O)cc1F. Reaction SMILES: [C:2]([CH3:3])([CH3:4])([CH3:5])[O:6][c:7]1[cH:8][c:9]([F:21])[c:10]([C:11](=[O:12])[NH:13][S:14](=[O:15])(=[O:16])[CH3:17])[cH:18][c:19]1[F:20].[ClH:1].[O:22]1[CH2:23][CH2:24][O:25][CH2:26][CH2:27]1>>[OH:6][c:7]1[cH:8][c:9]([F:21])[c:10]([C:11](=[O:12])[NH:13][S:14](=[O:15])(=[O:16])[CH3:17])[cH:18][c:19]1[F:20]. Starting materials: COc1ccc(C(N)C(=O)NC(C(=O)Nc2nc(C(C)=O)cs2)C(C)c2ccccc2)cc1, Cc1ccccc1, CCOC(C)=O, CCN(C(C)C)C(C)C, O=C(Cl)OC(Cl)(Cl)Cl, C1CCOC1. Product: COc1ccc(C2NC(=O)N(C(C(=O)Nc3nc(C(C)=O)cs3)C(C)c3ccccc3)C2=O)cc1. As a reaction SMILES: [C:1]([CH3:2])(=[O:3])[c:4]1[n:5][c:6]([NH:9][C:10]([CH:11]([CH:12]([CH3:13])[c:14]2[cH:15][cH:16][cH:17][cH:18][cH:19]2)[NH:20][C:21]([CH:22]([c:23]2[cH:24][cH:25][c:26]([O:29][CH3:30])[cH:27][cH:28]2)[NH2:31])=[O:32])=[O:33])[s:7][cH:8]1.[CH3:56][c:57]1[cH:58][cH:59][cH:60][cH:61][cH:62]1.[CH3:63][CH2:64][O:65][C:66](=[O:67])[CH3:68].[CH:34]([N:35]([CH:36]([CH3:37])[CH3:38])[CH2:39][CH3:40])([CH3:41])[CH3:42].[O:43]=[C:44]([Cl:45])[O:46][C:47]([Cl:48])([Cl:49])[Cl:50].[O:51]1[CH2:52][CH2:53][CH2:54][CH2:55]1>>[C:1]([CH3:2])(=[O:3])[c:4]1[n:5][c:6]([NH:9][C:10]([CH:11]([CH:12]([CH3:13])[c:14]2[cH:15][cH:16][cH:17][cH:18][cH:19]2)[N:20]2[C:21](=[O:32])[CH:22]([c:23]3[cH:24][cH:25][c:26]([O:29][CH3:30])[cH:27][cH:28]3)[NH:31][C:44]2=[O:43])=[O:33])[s:7][cH:8]1. Reaction conditions: temperature 120 celsius, time 8 hour. The product is ClC1=NC(=CC2=CC=C(C=C12)C1=CC(=CC=C1)OC)C=1C=NC=CC1 (1-Chloro-7-(3-methoxyphenyl)-3-(pyridin-3-yl)isoquinoline). RXN SMILES: [CH3:1][O:2][C:3]1[CH:4]=[C:5]([C:9]2[CH:18]=[C:17]3[C:12]([CH:13]=[C:14]([C:20]4[CH:21]=[N:22][CH:23]=[CH:24][CH:25]=4)[N:15]=[C:16]3O)=[CH:11][CH:10]=2)[CH:6]=[CH:7][CH:8]=1.C1(P(Cl)([Cl:34])=O)C=CC=CC=1>>[Cl:34][C:16]1[C:17]2[C:12](=[CH:11][CH:10]=[C:9]([C:5]3[CH:6]=[CH:7][CH:8]=[C:3]([O:2][CH3:1])[CH:4]=3)[CH:18]=2)[CH:13]=[C:14]([C:20]2[CH:21]=[N:22][CH:23]=[CH:24][CH:25]=2)[N:15]=1. Starting materials: COC=1C=C(C=CC1)C1=CC=C2C=C(N=C(C2=C1)O)C=1C=NC=CC1 (7-(3-methoxyphenyl)-3-(pyridin-3-yl)isoquinolin-1-ol), C1(=CC=CC=C1)P(=O)(Cl)Cl (phenylphosphonic dichloride), ice water. Procedure: To a mixture of 7-(3-methoxyphenyl)-3-(pyridin-3-yl)isoquinolin-1-ol (130 mg, 0.395 mmol) in phenylphosphonic dichloride (5 mL) was stirred at 120° C. overnight. After the reaction was completed, the mixture was added to ice-water slowly. The pH was adjusted to 7 by slow addition of NH3H2O at 0° C. Then the mixture was extracted with dichloromethane (100 mL×3). The combined organic layer were dried over MgSO4, filtered and concentrated in vacuo to give 130 mg of crude lxix-a as a white solid, wh... Reactants: Cl (hydrochloric acid), N (ammonia), COC(C[C@@H]1COC2=C1C=CC(=C2)O[C@@H]2CCC1=C(C=CC(=C21)F)Br)=O ({(S)-6-[(R)-4-bromo-7-fluoro-indan-1-yloxy]-2,3-dihydro-benzofuran-3-yl}-acetic acid methyl ester), [Cl-].ClC1=NC=C(C=C1)C[Zn+] ((2-chloro-pyrid-5-yl)methylzinc chloride). Reagents/catalysts: C=1C=CC(=CC1)[P](C=2C=CC=CC2)(C=3C=CC=CC3)[Pd]([P](C=4C=CC=CC4)(C=5C=CC=CC5)C=6C=CC=CC6)([P](C=7C=CC=CC7)(C=8C=CC=CC8)C=9C=CC=CC9)[P](C=1C=CC=CC1)(C=1C=CC=CC1)C=1C=CC=CC1 (tetrakis(triphenylphosphine)palladium). Solvent: O1CCCC1 (tetrahydrofuran). Reaction conditions: temperature 60 celsius, time 8 hour. Yields the product COC(C[C@@H]1COC2=C1C=CC(=C2)O[C@]2(CCC1=CC=CC(=C21)F)CC=2C=NC(=CC2)Cl)=O ({(S)-6-[(R)-(6-Chloro-pyridin-3-ylmethyl)-7-fluoro-indan-1-yloxy]-2,3-dihydro-benzofuran-3-yl}-acetic acid methyl ester). As a reaction SMILES: [CH3:1][O:2][C:3](=[O:26])[CH2:4][C@H:5]1[C:9]2[CH:10]=[CH:11][C:12]([O:14][C@H:15]3[C:23]4[C:18](=[C:19](Br)[CH:20]=[CH:21][C:22]=4[F:24])[CH2:17][CH2:16]3)=[CH:13][C:8]=2[O:7][CH2:6]1.[Cl-].[Cl:28][C:29]1[CH:34]=[CH:33][C:32]([CH2:35][Zn+])=[CH:31][N:30]=1.Cl.N>C1C=CC([P]([Pd]([P](C2C=CC=CC=2)(C2C=CC=CC=2)C2C=CC=CC=2)([P](C2C=CC=CC=2)(C2C=CC=CC=2)C2C=CC=CC=2)[P](C2C=CC=CC=2)(C2C=CC=CC=2)C2C=CC=CC=2)(C2C=CC=CC=2)C2C=CC=CC=2)=CC=1.O1CCCC1>[CH3:1][O:2][C:3](=[O:26])[CH2:4][C@H:5]1[C:9]2[CH:10]=[CH:11][C:12]([O:14][C@:15]3([CH2:35][C:32]4[CH:31]=[N:30][C:29]([Cl:28])=[CH:34][CH:33]=4)[C:23]4[C:18](=[CH:19][CH:20]=[CH:21][C:22]=4[F:24])[CH2:17][CH2:16]3)=[CH:13][C:8]=2[O:7][CH2:6]1 |f:1.2,^1:42,44,63,82|. Procedure: The title compound is prepared from {(S)-6-[(R)-4-bromo-7-fluoro-indan-1-yloxy]-2,3-dihydro-benzofuran-3-yl}-acetic acid methyl ester (84 mg), (2-chloro-pyrid-5-yl)methylzinc chloride (0.5 moL/L in tetrahydrofuran, 1.2 mL) and tetrakis(triphenylphosphine)palladium (23 mg). Degassed tetrahydrofuran (1 mL) is added under Ar atmosphere, and the mixture is heated to 60° C. and shaken at this temperature overnight. The mixture is acidified with 4 N aqueous hydrochloric acid (1 mL) and then neutralize... The reactants are BrC=1C=C(C=CC1)C1=NC(=CC(=N1)C1=CC(=C(C=C1)Cl)Cl)C (2-(3-bromo-phenyl)-4-(3,4-dichloro-phenyl)-6-methyl-pyrimidine), C(C)(C)(C)NS(=O)(=O)C=1C=C(C=CC1)B(O)O (3-(tert.-butylsulfamoyl)-phenylboronic acid). Yields the product C(C)(C)(C)NS(=O)(=O)C=1C=C(C=CC1)C1=CC(=CC=C1)C1=NC(=CC(=N1)C1=CC(=C(C=C1)Cl)Cl)C (3′-[4-(3,4-Dichloro-phenyl)-6-methyl-pyrimidin-2-yl]-biphenyl-3-sulfonic acid tert-butylamide), solid. As a reaction SMILES: Br[C:2]1[CH:3]=[C:4]([C:8]2[N:13]=[C:12]([C:14]3[CH:19]=[CH:18][C:17]([Cl:20])=[C:16]([Cl:21])[CH:15]=3)[CH:11]=[C:10]([CH3:22])[N:9]=2)[CH:5]=[CH:6][CH:7]=1.[C:23]([NH:27][S:28]([C:31]1[CH:32]=[C:33](B(O)O)[CH:34]=[CH:35][CH:36]=1)(=[O:30])=[O:29])([CH3:26])([CH3:25])[CH3:24]>>[C:23]([NH:27][S:28]([C:31]1[CH:36]=[C:35]([C:2]2[CH:7]=[CH:6][CH:5]=[C:4]([C:8]3[N:13]=[C:12]([C:14]4[CH:19]=[CH:18][C:17]([Cl:20])=[C:16]([Cl:21])[CH:15]=4)[CH:11]=[C:10]([CH3:22])[N:9]=3)[CH:3]=2)[CH:34]=[CH:33][CH:32]=1)(=[O:30])=[O:29])([CH3:26])([CH3:24])[CH3:25]. Procedure details: 3′-[4-(3,4-Dichloro-phenyl)-6-methyl-pyrimidin-2-yl]-biphenyl-3-sulfonic acid tert-butylamide was prepared from 2-(3-bromo-phenyl)-4-(3,4-dichloro-phenyl)-6-methyl-pyrimidine (example E.62) (0.39 g, 1.0 mmol) and commercially available 3-(tert.-butylsulfamoyl)-phenylboronic acid (0.31 g, 1.2 mmol) according to the general procedure VI. Obtained as a light brown solid (0.54 g), which was subsequently deprotected.